From a dataset of the Open Reaction Database (ORD), a public repository of structured organic reaction records. describe an organic reaction: reactants, conditions, products, and yield Starting materials: CCc1noc(C)c1-c1cc2ccccc2[nH]1, ClCCl, CC(=O)Cl. Product: CCc1noc(C)c1-c1[nH]c2ccccc2c1C(C)=O. RXN SMILES: [CH2:1]([CH3:2])[c:3]1[n:4][o:5][c:6]([CH3:17])[c:7]1-[c:8]1[nH:9][c:10]2[cH:11][cH:12][cH:13][cH:14][c:15]2[cH:16]1.[CH2:22]([Cl:23])[Cl:24].[CH3:18][C:19]([Cl:20])=[O:21]>>[CH2:1]([CH3:2])[c:3]1[n:4][o:5][c:6]([CH3:17])[c:7]1-[c:8]1[nH:9][c:10]2[cH:11][cH:12][cH:13][cH:14][c:15]2[c:16]1[C:19]([CH3:18])=[O:21]. The reactants are CC(=O)O[BH-](OC(C)=O)OC(C)=O, CNC, CCCN(CC1CC1)c1cc(C(=O)Nc2ccc(C=O)cc2C)ncn1, ClCCl. Yields the product CCCN(CC1CC1)c1cc(C(=O)Nc2ccc(CN(C)C)cc2C)ncn1. RXN SMILES: [C:30]([O:31][BH-:32]([O:33][C:34](=[O:35])[CH3:36])[O:37][C:38](=[O:39])[CH3:40])(=[O:41])[CH3:42].[CH3:27][NH:28][CH3:29].[CH:1]1([CH2:4][N:5]([c:6]2[cH:7][c:8]([C:12](=[O:13])[NH:14][c:15]3[c:16]([CH3:23])[cH:17][c:18]([CH:21]=[O:22])[cH:19][cH:20]3)[n:9][cH:10][n:11]2)[CH2:24][CH2:25][CH3:26])[CH2:2][CH2:3]1.[Cl:43][CH2:44][Cl:45]>>[CH:1]1([CH2:4][N:5]([c:6]2[cH:7][c:8]([C:12](=[O:13])[NH:14][c:15]3[c:16]([CH3:23])[cH:17][c:18]([CH2:21][N:28]([CH3:27])[CH3:29])[cH:19][cH:20]3)[n:9][cH:10][n:11]2)[CH2:24][CH2:25][CH3:26])[CH2:2][CH2:3]1. Starting materials: CN1CCCC1=O, COc1ccc(O)cc1, Cc1cc([N+](=O)[O-])cc(C)c1Cl, [H-], [Na+]. Yields the product COc1ccc(Oc2c(C)cc([N+](=O)[O-])cc2C)cc1. Reaction SMILES: [CH3:24][N:25]1[CH2:26][CH2:27][CH2:28][C:29]1=[O:30].[CH3:3][O:4][c:5]1[cH:6][cH:7][c:8]([OH:11])[cH:9][cH:10]1.[Cl:12][c:13]1[c:14]([CH3:23])[cH:15][c:16]([N+:20](=[O:21])[O-:22])[cH:17][c:18]1[CH3:19].[H-:1].[Na+:2]>>[CH3:3][O:4][c:5]1[cH:6][cH:7][c:8]([O:11][c:13]2[c:14]([CH3:23])[cH:15][c:16]([N+:20](=[O:21])[O-:22])[cH:17][c:18]2[CH3:19])[cH:9][cH:10]1. The reactants are OC(=O)C(C)C1=CC=C(CC(C)C)C=C1 (racemic ibuprofen), N1=CC=C(C=C1)C1=CC=NC=C1 (4,4′-bipyridine). Solvent: CC(=O)C (acetone). The product is OC(=O)C(C)C1=CC=C(CC(C)C)C=C1.N1=CC=C(C=C1)C1=CC=NC=C1 (ibuprofen 4,4′-bipyridine). RXN SMILES: [OH:1][C:2]([CH:4]([C:6]1[CH:15]=[CH:14][C:9]([CH2:10][CH:11]([CH3:13])[CH3:12])=[CH:8][CH:7]=1)[CH3:5])=[O:3].[N:16]1[CH:21]=[CH:20][C:19]([C:22]2[CH:27]=[CH:26][N:25]=[CH:24][CH:23]=2)=[CH:18][CH:17]=1>CC(C)=O>[OH:3][C:2]([CH:4]([C:6]1[CH:7]=[CH:8][C:9]([CH2:10][CH:11]([CH3:12])[CH3:13])=[CH:14][CH:15]=1)[CH3:5])=[O:1].[N:16]1[CH:21]=[CH:20][C:19]([C:22]2[CH:27]=[CH:26][N:25]=[CH:24][CH:23]=2)=[CH:18][CH:17]=1 |f:3.4|. Procedure details: 50 mg (0.242 mmol) racemic ibuprofen and 18 mg (0.0960 mmol) 4,4′-bipyridine were dissolved in 5 mL acetone. Slow evaporation of the solvent yielded colorless needles of a 2:1 ibuprofen/4,4′-bipyridine co-crystal, as shown in FIG. 47A-D. Starting materials: C1(CC1)COC=1C=C(C(=O)NC2C(CCC(C2)=O)C2=CC(=C(C=C2)OC)OC)C=CC1OCC1CC1 ((±)-3,4-bis-cyclopropylmethoxy-N-[(1RS,2RS)-2-(3,4-dimethoxyphenyl)-5-oxo-cyclohexyl]benzamide), C1(CC1)COC=1C=C(C(=O)NC2C(CCC(C2)=O)C2=CC(=C(C=C2)OC)OC)C=CC1OCC1CC1 ((±)-3,4-bis-cyclopropylmethoxy-N-[(1RS,2RS)-2-(3,4-dimethoxyphenyl)-5-oxo-cyclohexyl]benzamide), CO (methanol), [BH4-].[Na+] (sodium borohydride). Run in COCCOC (1,2-dimethoxyethane). The product is C1(CC1)COC=1C=C(C(=O)NC2C(CCC(C2)O)C2=CC(=C(C=C2)OC)OC)C=CC1OCC1CC1 ((±)-3,4-Bis-cyclopropylmethoxy-N-[(1RS,2RS,5SR)-2-(3,4-dimethoxyphenyl)-5-hydroxycyclohexyl]benzamide). Yield: 87.8%. RXN SMILES: [CH:1]1([CH2:4][O:5][C:6]2[CH:7]=[C:8]([CH:29]=[CH:30][C:31]=2[O:32][CH2:33][CH:34]2[CH2:36][CH2:35]2)[C:9]([NH:11][CH:12]2[CH2:17][C:16](=[O:18])[CH2:15][CH2:14][CH:13]2[C:19]2[CH:24]=[CH:23][C:22]([O:25][CH3:26])=[C:21]([O:27][CH3:28])[CH:20]=2)=[O:10])[CH2:3][CH2:2]1.CO.[BH4-].[Na+]>COCCOC>[CH:1]1([CH2:4][O:5][C:6]2[CH:7]=[C:8]([CH:29]=[CH:30][C:31]=2[O:32][CH2:33][CH:34]2[CH2:35][CH2:36]2)[C:9]([NH:11][CH:12]2[CH2:17][CH:16]([OH:18])[CH2:15][CH2:14][CH:13]2[C:19]2[CH:24]=[CH:23][C:22]([O:25][CH3:26])=[C:21]([O:27][CH3:28])[CH:20]=2)=[O:10])[CH2:2][CH2:3]1 |f:2.3|. Procedure details: 7.2 g of (±)-3,4-bis-cyclopropylmethoxy-N-[(1RS,2RS)-2-(3,4-dimethoxyphenyl)-5-oxo-cyclohexyl]benzamide (compound C1) are dissolved in 550 ml of 1,2-dimethoxyethane and 34 ml of methanol and treated portionwise with 600 mg of sodium borohydride at room temperature. The reaction mixture is concentrated, the residue redissolved in ethyl acetate and extracted with water. The organic layer is dried using sodium sulfate, concentrated and the residue is chromatographed on silica gel using a mixture of... Starting materials: CCO, CN(C)CCN1CCOc2ccc([N+](=O)[O-])cc21. Product: CN(C)CCN1CCOc2ccc(N)cc21. Reaction SMILES: [CH3:19][CH2:20][OH:21].[CH3:1][N:2]([CH2:3][CH2:4][N:5]1[c:6]2[c:7]([cH:11][cH:12][c:13]([N+:15]([O-:16])=[O:17])[cH:14]2)[O:8][CH2:9][CH2:10]1)[CH3:18]>>[CH3:1][N:2]([CH2:3][CH2:4][N:5]1[c:6]2[c:7]([cH:11][cH:12][c:13]([NH2:15])[cH:14]2)[O:8][CH2:9][CH2:10]1)[CH3:18]. Starting materials: O=C1C(=CN=C2N1CCC2)C(=O)OCC (ethyl 4-oxo-4,6,7,8-tetrahydro-pyrrolo[1,2-a]pyrimidine-3-carboxylate), [OH-].[Na+] (sodium hydroxide), Cl (hydrochloric acid). Yields the product O=C1C(=CN=C2N1CCC2)C(=O)O (4-oxo-4,6,7,8-tetrahydro-pyrrolo[1,2-a]pyrimidine-3-carboxylic acid). Isolated yield 66.7%. Reaction SMILES: [O:1]=[C:2]1[N:7]2[CH2:8][CH2:9][CH2:10][C:6]2=[N:5][CH:4]=[C:3]1[C:11]([O:13]CC)=[O:12].[OH-].[Na+].Cl>>[O:1]=[C:2]1[N:7]2[CH2:8][CH2:9][CH2:10][C:6]2=[N:5][CH:4]=[C:3]1[C:11]([OH:13])=[O:12] |f:1.2|. Procedure: 10.4 g. of ethyl 4-oxo-4,6,7,8-tetrahydro-pyrrolo[1,2-a]pyrimidine-3-carboxylate are dissolved in 50 ml. of a 5% by W/V sodium hydroxide solution and after two hours the pH of the reaction mixture is adjusted to 2.5 with 36% by W/V hydrochloric acid solution. The precipitated crystals are filtered and washed with a small amount of cold water. 6.0 g. (66.7%) of 4-oxo-4,6,7,8-tetrahydro-pyrrolo[1,2-a]pyrimidine-3-carboxylic acid are obtained melting at 146° to 148° C. (decomposition).